Dataset: the Open Reaction Database (ORD), a public repository of structured organic reaction records. Task: describe an organic reaction: reactants, conditions, products, and yield Reactants: [Br-], CCOC(=O)C(=O)OCC, C1CCOC1, [Mg+]C1CCCCC1. The product is CCOC(=O)C(=O)C1CCCCC1. Reaction SMILES: [Br-:1].[C:9]([C:10](=[O:11])[O:12][CH2:13][CH3:14])(=[O:15])[O:16][CH2:17][CH3:18].[CH2:19]1[O:20][CH2:21][CH2:22][CH2:23]1.[CH:2]1([Mg+:8])[CH2:3][CH2:4][CH2:5][CH2:6][CH2:7]1>>[CH:2]1([C:9]([C:10](=[O:11])[O:12][CH2:13][CH3:14])=[O:15])[CH2:3][CH2:4][CH2:5][CH2:6][CH2:7]1.